From a dataset of the Open Reaction Database (ORD), a public repository of structured organic reaction records. describe an organic reaction: reactants, conditions, products, and yield The reactants are NC1=NC=CN=C1 (2-aminopyrazine), CC(C)([O-])C.[Na+] (sodium tert-butoxide), PS-SH, ClC1=NC=NC(=C1)Cl (4,6-Dichloropyrimidine). The reagents and catalysts are CC(C)([P](C(C)(C)C)([Pd][P](C(C)(C)C)(C(C)(C)C)C(C)(C)C)C(C)(C)C)C (bis(tri-t-butylphosphine)palladium). Run in C1(=CC=CC=C1)C (toluene). Run at temperature 80 celsius. Product: ClC1=CC(=NC=N1)NC1=NC=CN=C1 (6-chloro-N-(pyrazin-2-yl)pyrimidin-4-amine). Isolated yield 79.8%. Reaction SMILES: [NH2:1][C:2]1[CH:7]=[N:6][CH:5]=[CH:4][N:3]=1.CC(C)([O-])C.[Na+].[Cl:14][C:15]1[CH:20]=[C:19](Cl)[N:18]=[CH:17][N:16]=1>C1(C)C=CC=CC=1.CC(C)([P](C(C)(C)C)([Pd][P](C(C)(C)C)(C(C)(C)C)C(C)(C)C)C(C)(C)C)C>[Cl:14][C:15]1[N:16]=[CH:17][N:18]=[C:19]([NH:1][C:2]2[CH:7]=[N:6][CH:5]=[CH:4][N:3]=2)[CH:20]=1 |f:1.2,^1:31,37|. Procedure details: A mixture of 2-aminopyrazine (230 mg, 2.42 mmol), sodium tert-butoxide (232 mg, 2.42 mmol) and bis(tri-t-butylphosphine)palladium (0) (51 mg, 0.1 mmol) in toluene (2 mL) was degassed under a stream of nitrogen over 10 min. 4,6-Dichloropyrimidine (300 mg, 2.01 mmol) was added to the mixture and the reaction was heated at 80° C. for 2 h. After cooling, the solution was passed through a PS-SH cartridge and the solvent removed in vacuo. The residue was triturated with dichloromethane and the resulti...